The task is: describe an organic reaction: reactants, conditions, products, and yield. This data is from the Open Reaction Database (ORD), a public repository of structured organic reaction records. Starting materials: CC[C@H]1CN2CC[C@H]1C[C@@H]2[C@H](C3=C4C=C(C=CC4=NC=C3)OC)OC5=NN=C(C6=CC=CC=C65)O[C@H]([C@H]7C[C@@H]8CCN7C[C@@H]8CC)C9=C1C=C(C=CC1=NC=C9)OC (AD-mix-β), S(=O)([O-])[O-].[Na+].[Na+] (Sodium sulfite), CS(=O)(=O)N (methanesulfonamide), C(\C=C\C)(=O)OCC (ethyl crotonate). The solvent is O (water), C(C)(C)(C)O (tert-butanol). Conditions: temperature 3 celsius, time 25 hour. Product: O1[C@H](C(=O)OCC)[C@H]1C (ethyl (2S,3R)-2,3-epoxybutanoate). Isolated yield 50.4%. As a reaction SMILES: CC[C@@H]1[C@@H]2C[C@H]([C@@H](OC3C4C(=CC=CC=4)C(O[C@@H](C4C=CN=C5C=4C=C(OC)C=C5)[C@@H]4N5C[C@H](CC)[C@@H](CC5)C4)=NN=3)C3C=CN=C4C=3C=C([O:22]C)C=C4)N(CC2)C1.CS(N)(=O)=O.[C:64]([O:69][CH2:70][CH3:71])(=[O:68])/[CH:65]=[CH:66]/[CH3:67].S([O-])([O-])=O.[Na+].[Na+]>O.C(O)(C)(C)C>[O:22]1[C@H:66]([CH3:67])[C@H:65]1[C:64]([O:69][CH2:70][CH3:71])=[O:68] |f:3.4.5|. Reported procedure: AD-mix-β [Produced by ALDRICH company] (213 g) was added to a mixture of tert-butanol (760 ml) and water (760 ml). To the mixture was added methanesulfonamide (14.5 g). Under ice cooling, ethyl crotonate (17.4 g) was added, and the mixture was stirred for 5 hours at 0 to 6° C. and 25 hours at room temperature. Sodium sulfite (225 g) was added and the mixture was stirred for 1 hour. The mixture was extracted with ethyl acetate (1 litter)for 22 hours by using liquid-liquid extraction apparatus. Th... Reactants: C1CCNCC1, CC(C)(C)OC(=O)C1=CN=C(C=C1)Br. Reagents/catalysts: C(=O)([O-])[O-].[Cs+].[Cs+], C1=CC=C(C=C1)P(C2=CC=CC=C2)C3=C(C4=CC=CC=C4C=C3)C5=C(C=CC6=CC=CC=C65)P(C7=CC=CC=C7)C8=CC=CC=C8, CC(=O)O.CC(=O)O.[Pd]. The solvent is C1COCCO1. Conditions: temperature 80 celsius. Yields the product CC(C)(C)OC(=O)C1=CN=C(C=C1)N2CCCCC2. Isolated yield 61.9%. Reported procedure: In a 100 mL round-bottomed flask was tert-butyl 6-bromonicotinate (516 mg, 2 mmol), piperidine (237 µl, 2.40 mmol), and CESIUM CARBONATE (977 mg, 3.00 mmol) in dioxane (9763 µl) to give a white suspension. The solution was degassed with N2 (g) fo 20 mins. PALLADIUM(II) ACETATE (22.45 mg, 0.10 mmol) and BINAP (62.3 mg, 0.10 mmol) were added under N2 (g) and the reaction was heated to 100 °C. Start Time: 01-Jul-10 1:10:32 PM -0400. The reaction was checked by LC-MS (complete), filtered, rinsed wit...